From a dataset of the Open Reaction Database (ORD), a public repository of structured organic reaction records. describe an organic reaction: reactants, conditions, products, and yield As a reaction SMILES: [CH3:1][N:2]([CH3:3])[c:4]1[cH:5][cH:6][c:7]([C:10](=[NH:11])[c:12]2[cH:13][cH:14][c:15]([N:18]([CH3:19])[CH3:20])[cH:16][cH:17]2)[cH:8][cH:9]1.[CH3:26][C:27](=[O:28])[CH3:29].[P:21]([OH:22])([OH:23])([OH:24])=[O:25]>>[CH3:1][N:2]([CH3:3])[c:4]1[cH:5][cH:6][c:7]([C:10](=[NH:11])[c:12]2[cH:13][cH:14][c:15]([N:18]([CH3:19])[CH3:20])[cH:16][cH:17]2)[cH:8][cH:9]1.[P:21](=[O:22])([O-:23])([O-:24])[O-:25]. The reactants are CN(C)c1ccc(C(=N)c2ccc(N(C)C)cc2)cc1, CC(C)=O, O=P(O)(O)O. Product: CN(C)c1ccc(C(=N)c2ccc(N(C)C)cc2)cc1, O=P([O-])([O-])[O-]. The reactants are C1=CC(=CC(=C1)Cl)C(=O)OO (mCPBA), S(=S)(=O)([O-])[O-].[Na+].[Na+] (sodium thiosulfate), C([O-])([O-])=O.[K+].[K+] (potassium carbonate), OC(C1=CC=C(C=C1)NC(\C=C\C1=CC(=CC=C1)C1=CC=C(C=C1)C)=O)C1=NC=CC=C1 ((E)-N-[4-[hydroxy(2-pyridyl)methyl]phenyl]-3-(4-methylphenyl)cinnamamide). Run in C1CCOC1 (THF). Conditions: time 6 hour. The product is OC(C1=CC=C(C=C1)NC(\C=C\C1=CC(=CC=C1)C1=CC=C(C=C1)C)=O)C1=[N+](C=CC=C1)[O-] ((E)-N-[4-[hydroxy(1-oxido-2-pyridyl)methyl]phenyl]-3-(4-methylphenyl)cinnamamide). Isolated yield 59.2%. Reaction SMILES: [OH:1][CH:2]([C:27]1[CH:32]=[CH:31][CH:30]=[CH:29][N:28]=1)[C:3]1[CH:8]=[CH:7][C:6]([NH:9][C:10](=[O:26])/[CH:11]=[CH:12]/[C:13]2[CH:18]=[CH:17][CH:16]=[C:15]([C:19]3[CH:24]=[CH:23][C:22]([CH3:25])=[CH:21][CH:20]=3)[CH:14]=2)=[CH:5][CH:4]=1.C1C=C(Cl)C=C(C(OO)=[O:41])C=1.S([O-])([O-])(=O)=S.[Na+].[Na+].C(=O)([O-])[O-].[K+].[K+]>C1COCC1>[OH:1][CH:2]([C:27]1[CH:32]=[CH:31][CH:30]=[CH:29][N+:28]=1[O-:41])[C:3]1[CH:8]=[CH:7][C:6]([NH:9][C:10](=[O:26])/[CH:11]=[CH:12]/[C:13]2[CH:18]=[CH:17][CH:16]=[C:15]([C:19]3[CH:24]=[CH:23][C:22]([CH3:25])=[CH:21][CH:20]=3)[CH:14]=2)=[CH:5][CH:4]=1 |f:2.3.4,5.6.7|. Reported procedure: In THF (10ml) was dissolved (E)-N-[4-[hydroxy(2-pyridyl)methyl]phenyl]-3-(4-methylphenyl)cinnamamide (200mg), and to the mixture was added 70% mCPBA (152mg). The mixture was stirred at room temperature for 6 hours, and to the solution were added saturated sodium thiosulfate solution (10ml) and saturated potassium carbonate (10ml). The mixture was stirred at room temperature for 30 minutes and extracted with ethyl acetate. The organic layer was washed with saturated sodium chloride solution, drie... Reaction SMILES: N#N.[CH2:3]1[CH2:13][CH2:12][N:11]2[C:6](=NCC[CH2:10]2)[CH2:5][CH2:4]1.BrCCCC#[N:19]>CCOCC>[N:11]1([CH2:12][CH2:13][CH2:3][CH2:4][NH2:19])[CH2:10][CH2:5][CH2:6]1. The reactants are BrCCCC#N (4-bromobutyronitrile), N#N (N2), trimethylene imine, C1CCC2=NCCCN2CC1 (DBU). The solvent is CCOCC (Et2O). Product: N1(CCC1)CCCCN (4-(azetidin-1-yl)butan-1-amine). Procedure: In a flame dried round-bottomed flask equipped with a magnetic stir bar and under inert atmosphere (N2), to a solution of trimethylene imine (300 mg, 5.25 mmol) and DBU (0.79 mL, 5.23 mmol) in dry Et2O (4 mL) was added 4-bromobutyronitrile (0.54 mL, 5.27 mmol) at 0° C. The reaction mixture was stirred at rt until completion of the reaction. The mixture was filtered and concentrated under reduced pressure. The crude nitrile was redissolved in dry THF (4 mL) and treated with LiALH4 (230 mg, 6.06 m... Starting materials: N1=CC=CC=C1 (pyridine), ClC1=NC=C(C=C1)[N+](=O)[O-] (2-chloro--5-nitropyridine), C(C)NCC (diethylamine). Run in O (water). Run at temperature 120 celsius. Yields the product C(C)N(C1=NC=C(C=C1)[N+](=O)[O-])CC (2-diethylamino-5-nitropyridine). The yield is 86.0%. As a reaction SMILES: [N:1]1[CH:6]=[CH:5]C=[CH:3][CH:2]=1.Cl[C:8]1[CH:13]=[CH:12][C:11]([N+:14]([O-:16])=[O:15])=[CH:10][N:9]=1.C(NCC)C>O>[CH2:2]([N:1]([CH2:6][CH3:5])[C:8]1[CH:13]=[CH:12][C:11]([N+:14]([O-:16])=[O:15])=[CH:10][N:9]=1)[CH3:3]. Procedure: The pyridine derivative of the present invention is represented by the general formula A or B. For example, 50 g of 2-chloro--5-nitropyridine and 150 ml of diethylamine were placed in a sealed tube and heated at 120° C. for 7 hr. Pure water was added to the precipitated crystal, and the crystal was collected by filtration and recrystallized from 300 ml of methanol to give 53 g of 2-diethylamino-5-nitropyridine (yield: 86%, melting point: 75° to 76° C.).